Dataset: the Open Reaction Database (ORD), a public repository of structured organic reaction records. Task: describe an organic reaction: reactants, conditions, products, and yield The reactants are ClC1=NC=C(C(=N1)NC1=CC2=C(C=C1)OCCO2)F (2-chloro-N4-(3,4-ethylenedioxyphenyl)-5-fluoro-4-pyrimidineamine), CC1=C(N)C=C(C(=C1)O)C (2,5-dimethyl-4-hydroxyaniline). Yields the product CC1=C(C=C(C(=C1)O)C)NC1=NC=C(C(=N1)NC1=CC2=C(C=C1)OCCO2)F (N2-(2,5-dimethyl-4-hydroxyphenyl)-N4-(3,4-ethylenedioxyphenyl)-5-fluoro-2,4-pyrimidinediamine). RXN SMILES: Cl[C:2]1[N:7]=[C:6]([NH:8][C:9]2[CH:14]=[CH:13][C:12]3[O:15][CH2:16][CH2:17][O:18][C:11]=3[CH:10]=2)[C:5]([F:19])=[CH:4][N:3]=1.[CH3:20][C:21]1[CH:27]=[C:26]([OH:28])[C:25]([CH3:29])=[CH:24][C:22]=1[NH2:23]>>[CH3:20][C:21]1[CH:27]=[C:26]([OH:28])[C:25]([CH3:29])=[CH:24][C:22]=1[NH:23][C:2]1[N:7]=[C:6]([NH:8][C:9]2[CH:14]=[CH:13][C:12]3[O:15][CH2:16][CH2:17][O:18][C:11]=3[CH:10]=2)[C:5]([F:19])=[CH:4][N:3]=1. Procedure details: In like manner to the preparation of N4-(3,4-ethylenedioxyphenyl)-5-fluoro-N2-(3-hydroxyphenyl)-2,4-pyrimidinediamine, the reaction of 2-chloro-N4-(3,4-ethylenedioxyphenyl)-5-fluoro-4-pyrimidineamine with 2,5-dimethyl-4-hydroxyaniline gave N2-(2,5-dimethyl-4-hydroxyphenyl)-N4-(3,4-ethylenedioxyphenyl)-5-fluoro-2,4-pyrimidinediamine. 1H NMR (CD3OD): δ 7.69 (d, 1H, J=3.9 Hz), 7.16 (d, 1H, J=2.4 Hz), 7.05 (d, 1H, J=2.4 Hz), 7.02 (d, 1H, J=1.2 Hz), 6.66 (s, 1H), 6.63 (s, 1H), 6.62 (s, 1H), 4.19 (s, ... The reactants are S(=O)(=O)(Cl)Cl (Sulfuryl chloride), solution, [Br-].C(C1=CC=CC=C1)OC=1C=C(C=CC1)S(=O)[O-].[Mg+2] (Magnesium 3-benzyloxyphenylsulfinate bromide). Solvent: C(Cl)Cl (CH2Cl2), C(Cl)Cl (CH2Cl2). Reaction conditions: temperature 0 celsius, time 18 hour. Product: C(C1=CC=CC=C1)OC=1C=C(C=CC1)S(=O)(=O)Cl (3-Benzyloxyphenylsulfonyl Chloride). RXN SMILES: [Br-].[CH2:2]([O:9][C:10]1[CH:11]=[C:12]([S:16]([O-:18])=[O:17])[CH:13]=[CH:14][CH:15]=1)[C:3]1[CH:8]=[CH:7][CH:6]=[CH:5][CH:4]=1.[Mg+2].S(Cl)([Cl:23])(=O)=O>C(Cl)Cl>[CH2:2]([O:9][C:10]1[CH:11]=[C:12]([S:16]([Cl:23])(=[O:18])=[O:17])[CH:13]=[CH:14][CH:15]=1)[C:3]1[CH:4]=[CH:5][CH:6]=[CH:7][CH:8]=1 |f:0.1.2|. Reported procedure: Magnesium 3-benzyloxyphenylsulfinate bromide, as described above in Step B, (4.5 g, 14 mmol) was dissolved in dry CH2Cl2 (175 mL) and cooled to 0° C. under argon. Sulfuryl chloride (19 mL of a 1.0 M solution in CH2Cl2, 19 mmol) was added dropwise, and the mixture was stirred for 18 hours at ambient temperature, during which time a precipitate formed. The precipitate was removed by filtration and the filtrate was concentrated under reduced pressure to give the product as a yellow oil. The product is CN(C)c1cc2c(cc1C(F)(F)F)NC(=O)CC(c1cccc(-c3cncnc3)c1)=N2. RXN SMILES: [C:1]([O:2][C:3](=[O:4])[NH:7][c:8]1[c:9]([NH:21][C:22]([CH2:23][C:24](=[O:5])[c:25]2[cH:26][c:27](-[c:31]3[cH:32][n:33][cH:34][n:35][cH:36]3)[cH:28][cH:29][cH:30]2)=[O:38])[cH:10][c:11]([C:17]([F:18])([F:19])[F:20])[c:12]([N:14]([CH3:15])[CH3:16])[cH:13]1)([CH3:6])([CH3:37])[CH3:39].[Cl:47][CH2:48][Cl:49].[F:40][C:41]([F:42])([F:43])[C:44]([OH:45])=[O:46]>>[N:7]1=[C:24]([c:25]2[cH:26][c:27](-[c:31]3[cH:32][n:33][cH:34][n:35][cH:36]3)[cH:28][cH:29][cH:30]2)[CH2:23][C:22](=[O:38])[NH:21][c:9]2[c:8]1[cH:13][c:12]([N:14]([CH3:15])[CH3:16])[c:11]([C:17]([F:18])([F:19])[F:20])[cH:10]2. Reactants: CN(C)c1cc(NC(=O)OC(C)(C)C)c(NC(=O)CC(=O)c2cccc(-c3cncnc3)c2)cc1C(F)(F)F, ClCCl, O=C(O)C(F)(F)F. Reactants: solution, N,N,N-tributylbutane 1-ammonium fluoride, C[Si](C)(C)C#CC1=CC=CC(=N1)C1=NC=CC=N1 (2-{6-[(trimethylsilyl)ethynyl]pyridin-2-yl}pyrimidine). Solvent: O1CCCC1 (tetrahydrofuran), O1CCCC1 (tetrahydrofuran). Run at time 2 hour. Yields the product C(#C)C1=CC=CC(=N1)C1=NC=CC=N1 (2-(6-Ethynylpyridin-2-yl)pyrimidine). Reaction SMILES: C[Si]([C:5]#[C:6][C:7]1[N:12]=[C:11]([C:13]2[N:18]=[CH:17][CH:16]=[CH:15][N:14]=2)[CH:10]=[CH:9][CH:8]=1)(C)C>O1CCCC1>[C:6]([C:7]1[N:12]=[C:11]([C:13]2[N:18]=[CH:17][CH:16]=[CH:15][N:14]=2)[CH:10]=[CH:9][CH:8]=1)#[CH:5]. Reported procedure: Under argon, 500 mg (1.97 mmol) of 2-{6-[(trimethylsilyl)ethynyl]pyridin-2-yl}pyrimidine were initially charged in 20 ml of tetrahydrofuran at −5° C., 2.37 ml (2.37 mmol) of a 1 M solution of N,N,N-tributylbutane-1-ammonium fluoride in tetrahydrofuran were added and the mixture was stirred at this temperature for 2 hours. For work-up, the reaction mixture was filtered through silica gel (ethyl acetate), concentrated under reduced pressure and purified chromatographically. This gave 311 mg (87% o... Reactants: ClC1=C(C=CC(=C1)F)NS(=O)(=O)C1C(=CC2(OCCO2)CC1)C(=O)OCC (Ethyl 8-[N-(2-chloro-4-fluorophenyl)sulfamoyl]-1,4-dioxaspiro[4.5]dec-6-ene-7-carboxylate), Cl.O1CCCC1 (hydrochloric acid tetrahydrofuran). Run in mixed solution. Reaction conditions: time 64 hour. Yields the product ClC1=C(C=CC(=C1)F)NS(=O)(=O)C1CCC(C=C1C(=O)OCC)=O (Ethyl 6-[N-(2-chloro-4-fluorophenyl)sulfamoyl]-3-oxo-1-cyclohexene-1-carboxylate). Isolated yield 96.0%. RXN SMILES: [Cl:1][C:2]1[CH:7]=[C:6]([F:8])[CH:5]=[CH:4][C:3]=1[NH:9][S:10]([CH:13]1[CH2:22][CH2:21][C:16]2(OCC[O:17]2)[CH:15]=[C:14]1[C:23]([O:25][CH2:26][CH3:27])=[O:24])(=[O:12])=[O:11].Cl.O1CCCC1>>[Cl:1][C:2]1[CH:7]=[C:6]([F:8])[CH:5]=[CH:4][C:3]=1[NH:9][S:10]([CH:13]1[C:14]([C:23]([O:25][CH2:26][CH3:27])=[O:24])=[CH:15][C:16](=[O:17])[CH2:21][CH2:22]1)(=[O:12])=[O:11] |f:1.2|. Reported procedure: To 2.55 g (6.07 mmol) of ethyl 8-[N-(2-chloro-4-fluorophenyl)sulfamoyl]-1,4-dioxaspiro[4.5]dec-6-ene-7-carboxylate obtained in Example 1 was added 100 ml of a mixed solution of 1N hydrochloric acid-tetrahydrofuran (1:1), and the reaction solution was stirred at room temperature for 64 hours. Tetrahydrofuran was distilled off under reduced pressure, the residue was extracted by addition of ethyl acetate, and the organic layer was washed with water and dried over anhydrous magnesium sulfate, follo... Reactants: S(=O)(=O)([O-])[O-].[Ca+2] (Calcium sulfate), chondroitin sulfate amikacin, C1[C@@H]([C@H]([C@@H]([C@H]([C@@H]1NC(=O)[C@H](CCN)O)O[C@@H]2[C@@H]([C@H]([C@@H]([C@H](O2)CO)O)N)O)O)O[C@@H]3[C@@H]([C@H]([C@@H]([C@H](O3)CN)O)O)O)N.OS(=O)(=O)O (amikacin sulfate), Hyaluronic acid. The product is C1[C@@H]([C@H]([C@@H]([C@H]([C@@H]1NC(=O)[C@H](CCN)O)O[C@@H]2[C@@H]([C@H]([C@@H]([C@H](O2)CO)O)N)O)O)O[C@@H]3[C@@H]([C@H]([C@@H]([C@H](O3)CN)O)O)O)N (Amikacin). Reaction SMILES: S([O-])([O-])(=O)=O.[Ca+2].[CH2:7]1[C@@H:12]([NH:13][C:14]([C@@H:16]([OH:20])[CH2:17][CH2:18][NH2:19])=[O:15])[C@H:11]([O:21][C@H:22]2[O:27][C@H:26]([CH2:28][OH:29])[C@@H:25]([OH:30])[C@H:24]([NH2:31])[C@H:23]2[OH:32])[C@@H:10]([OH:33])[C@H:9]([O:34][C@H:35]2[O:40][C@H:39]([CH2:41][NH2:42])[C@@H:38]([OH:43])[C@H:37]([OH:44])[C@H:36]2[OH:45])[C@H:8]1[NH2:46].OS(O)(=O)=O>>[CH2:7]1[C@@H:12]([NH:13][C:14]([C@@H:16]([OH:20])[CH2:17][CH2:18][NH2:19])=[O:15])[C@H:11]([O:21][C@H:22]2[O:27][C@H:26]([CH2:28][OH:29])[C@@H:25]([OH:30])[C@H:24]([NH2:31])[C@H:23]2[OH:32])[C@@H:10]([OH:33])[C@H:9]([O:34][C@H:35]2[O:40][C@H:39]([CH2:41][NH2:42])[C@@H:38]([OH:43])[C@H:37]([OH:44])[C@H:36]2[OH:45])[C@H:8]1[NH2:46] |f:0.1,2.3|. Procedure: Calcium sulfate (1 g) is thoroughly mixed with 50 mg of chondroitin sulfate-amikacin (above) and 25 mg amikacin sulfate(1:2). Hyaluronic acid solution (0.6 ml, 2%) is added and the mixture handled as described in Example 1. The reactants are ClC1=C(C=CC=C1)CC#N (2-Chlorophenylacetonitrile), NC1=NC(=NC=C1C=O)C (4-amino-2-methylpyrimidine-5-carboxaldehyde), [Na] (sodium). Solvent: C(C)OCCO (2-ethoxy-ethanol). Product: ClC1=C(C=CC=C1)C1=CC2=C(N=C(N=C2)C)N=C1N (6-(2-Chlorophenyl)-2-methylpyrido[2,3-d]pyrimidin-7-amine). Reaction SMILES: [Cl:1][C:2]1[CH:7]=[CH:6][CH:5]=[CH:4][C:3]=1[CH2:8][C:9]#[N:10].[NH2:11][C:12]1[C:17]([CH:18]=O)=[CH:16][N:15]=[C:14]([CH3:20])[N:13]=1.[Na]>C(OCCO)C>[Cl:1][C:2]1[CH:7]=[CH:6][CH:5]=[CH:4][C:3]=1[C:8]1[C:9]([NH2:10])=[N:11][C:12]2[N:13]=[C:14]([CH3:20])[N:15]=[CH:16][C:17]=2[CH:18]=1 |^1:20|. Procedure: 2-Chlorophenylacetonitrile 4.0 g and 4-amino-2-methylpyrimidine-5-carboxaldehyde 3.6 g are added to a solution prepared by dissolving 0.2 g of sodium metal in 40 ml of 2-ethoxy-ethanol. The mixture is heated at reflux for 2 hours, and then cooled. The crude product precipitates as a solid and is collected by filtration. After recrystallization from aqueous dimethylformamide, 3.4 g of 6-(2-chlorophenyl)-2-methylpyrido[2,3-d]pyrimidin-7-amine, mp 259°-260° C. is obtained.